The task is: describe an organic reaction: reactants, conditions, products, and yield. This data is from the Open Reaction Database (ORD), a public repository of structured organic reaction records. Reactants: [BH4-], COC(=O)c1ccc(CN2CC2C#N)c(OC)n1, [Cl-], [Li+], [Na+], C1CCOC1. The product is COc1nc(CO)ccc1CN1CC1C#N. As a reaction SMILES: [BH4-:19].[C:1](#[N:2])[CH:3]1[N:4]([CH2:6][c:7]2[cH:8][cH:9][c:10]([C:15](=[O:16])[O:17][CH3:18])[n:11][c:12]2[O:13][CH3:14])[CH2:5]1.[Cl-:22].[Li+:21].[Na+:20].[O:23]1[CH2:24][CH2:25][CH2:26][CH2:27]1>>[C:1](#[N:2])[CH:3]1[N:4]([CH2:6][c:7]2[cH:8][cH:9][c:10]([CH2:15][OH:16])[n:11][c:12]2[O:13][CH3:14])[CH2:5]1. Starting materials: CC1=C2CC(CC2=CC=C1)N1CCC2(CC(N2C2=CC=CC=C2)=O)CC1 ((RS)-7-(4-methyl-indan-2-yl)-1-phenyl-1,7-diaza-spiro[3.5]nonan-2-one), O (Water), [Cl-].[Cl-].[Cl-].[Al+3] (aluminiumtrichloride), [H-].[Al+3].[Li+].[H-].[H-].[H-] (lithium aluminiumhydride). The solvent is C1CCOC1 (THF), C(Cl)Cl (methylenchloride), C(C)OCC (diethylether). Run at time 4 hour. Product: Cl.CC1=C2CC(CC2=CC=C1)N1CCC2(CCN2C2=CC=CC=C2)CC1 ((RS)-7-(4-Methyl-indan-2-yl)-1-phenyl-1,7-diaza-spiro[3.5]nonane hydrochloride). As a reaction SMILES: [Cl-:1].[Cl-].[Cl-].[Al+3].[H-].[Al+3].[Li+].[H-].[H-].[H-].[CH3:11][C:12]1[CH:20]=[CH:19][CH:18]=[C:17]2[C:13]=1[CH2:14][CH:15]([N:21]1[CH2:36][CH2:35][C:24]3([N:27]([C:28]4[CH:33]=[CH:32][CH:31]=[CH:30][CH:29]=4)[C:26](=O)[CH2:25]3)[CH2:23][CH2:22]1)[CH2:16]2.O>C(OCC)C.C1COCC1.C(Cl)Cl>[ClH:1].[CH3:11][C:12]1[CH:20]=[CH:19][CH:18]=[C:17]2[C:13]=1[CH2:14][CH:15]([N:21]1[CH2:36][CH2:35][C:24]3([N:27]([C:28]4[CH:29]=[CH:30][CH:31]=[CH:32][CH:33]=4)[CH2:26][CH2:25]3)[CH2:23][CH2:22]1)[CH2:16]2 |f:0.1.2.3,4.5.6.7.8.9,15.16|. Procedure details: A mixture of aluminiumtrichloride (3 mmol) and lithium aluminiumhydride (3 mmol) in diethylether (5 ml) was heated for 1 h. The solution was then added to a mixture of (RS)-7-(4-methyl-indan-2-yl)-1-phenyl-1,7-diaza-spiro[3.5]nonan-2-one(1 mmol) in THF (20 ml). Heating commenced for 4 h. Water (50 ml) and methylenchloride (100 ml) were added, the phases were separated and the organic phase was dried with Na2SO4 and concentrated to yield the desired product which was crystallized as its HCl-salt ... Starting materials: ClC=1C=CC(=C(/C=C/C(=O)OC)C1)NS(=O)(=O)C1=CC=CC=C1 (methyl trans-5-chloro-2-(phenylsulfonylamino)cinnamate), BrCC(=O)C=1N=C(NC1)C (4-bromoacetyl-2-methylimidazole). Product: COC(CC1=C(NC2=CC=C(C=C12)Cl)C(=O)C=1N=C(NC1)C)=O (Methyl[5-chloro-2-(2-methylimidazole-4-carbonyl)-1H-indol-3-yl]acetate). Reaction SMILES: [Cl:1][C:2]1[CH:3]=[CH:4][C:5]([NH:14]S(C2C=CC=CC=2)(=O)=O)=[C:6]([CH:13]=1)/[CH:7]=[CH:8]/[C:9]([O:11][CH3:12])=[O:10].Br[CH2:25][C:26]([C:28]1[N:29]=[C:30]([CH3:33])[NH:31][CH:32]=1)=[O:27]>>[CH3:12][O:11][C:9](=[O:10])[CH2:8][C:7]1[C:6]2[C:5](=[CH:4][CH:3]=[C:2]([Cl:1])[CH:13]=2)[NH:14][C:25]=1[C:26]([C:28]1[N:29]=[C:30]([CH3:33])[NH:31][CH:32]=1)=[O:27]. Procedure details: The title compound was prepared according to the procedure described in Example 8 (Method B) from methyl trans-5-chloro-2-(phenylsulfonylamino)cinnamate (Example 36, step 3) and 4-bromoacetyl-2-methylimidazole (Deady, Leslie W. et al., Aust. J. Chem., 1981, 34, 1295). Starting materials: [BH4-], CCO, COC(=O)CC(=O)CC(O)C=Cc1c(Cl)cc(Cl)cc1-c1ccc(F)cc1, Cl, [Na+], O. Yields the product COC(=O)CC(O)CC(O)C=Cc1c(Cl)cc(Cl)cc1-c1ccc(F)cc1. Reaction SMILES: [BH4-:2].[CH3:31][CH2:32][OH:33].[Cl:3][c:4]1[c:5]([CH:18]=[CH:19][CH:20]([CH2:21][C:22]([CH2:23][C:24](=[O:25])[O:26][CH3:27])=[O:28])[OH:29])[c:6](-[c:11]2[cH:12][cH:13][c:14]([F:17])[cH:15][cH:16]2)[cH:7][c:8]([Cl:10])[cH:9]1.[ClH:30].[Na+:1].[OH2:34]>>[Cl:3][c:4]1[c:5]([CH:18]=[CH:19][CH:20]([CH2:21][CH:22]([CH2:23][C:24](=[O:25])[O:26][CH3:27])[OH:28])[OH:29])[c:6](-[c:11]2[cH:12][cH:13][c:14]([F:17])[cH:15][cH:16]2)[cH:7][c:8]([Cl:10])[cH:9]1.